Task: describe an organic reaction: reactants, conditions, products, and yield. Dataset: the Open Reaction Database (ORD), a public repository of structured organic reaction records The reactants are ClC1=C(C=C2C(C(=CN(C2=C1)C)C(=O)O)=O)F (7-chloro-6-fluoro-1-methyl-4-oxo-1,4-dihydro-quinoline-3-carboxylic acid), CN1CCNCC1 (1-methylpiperazine), CS(=O)C (DMSO). Solvent: O (water). Product: FC=1C=C2C(C(=CN(C2=CC1N1CCN(CC1)C)C)C(=O)O)=O (6-fluoro-1-methyl-7-(4-methylpiperazinyl)-4-oxo-1,4-dihydroquinoline-3-carboxylic acid). Isolated yield 40.7%. RXN SMILES: Cl[C:2]1[CH:11]=[C:10]2[C:5]([C:6](=[O:16])[C:7]([C:13]([OH:15])=[O:14])=[CH:8][N:9]2[CH3:12])=[CH:4][C:3]=1[F:17].[CH3:18][N:19]1[CH2:24][CH2:23][NH:22][CH2:21][CH2:20]1.CS(C)=O>O>[F:17][C:3]1[CH:4]=[C:5]2[C:10](=[CH:11][C:2]=1[N:22]1[CH2:23][CH2:24][N:19]([CH3:18])[CH2:20][CH2:21]1)[N:9]([CH3:12])[CH:8]=[C:7]([C:13]([OH:15])=[O:14])[C:6]2=[O:16]. Reported procedure: 2.55 g (0.01 mol) of 7-chloro-6-fluoro-1-methyl-4-oxo-1,4-dihydro-quinoline-3-carboxylic acid, 4.5 cm3 of 1-methylpiperazine (0.011 mol) and 32 cm3 of DMSO were heated at 110° C. for 4 hours. After cooling, the mixture was taken up in 150 cm3 of water. The crystalline precipitate was filtered off, washed and recrystallised from 100 cm3 of methylcellosolve. 1.3 g of 6-fluoro-1-methyl-7-(4-methylpiperazinyl)-4-oxo-1,4-dihydroquinoline-3-carboxylic acid, m.p. 304° C. (decomposition), were obtained.